From a dataset of the Open Reaction Database (ORD), a public repository of structured organic reaction records. describe an organic reaction: reactants, conditions, products, and yield The product is C1([C@H](O)[C@@H](O)[C@H](O)[C@H](O1)CO)N(C(CCCCCCCCCCC)=O)CCCCCCCCCCCCCCCCCC (N-Glucopyranosyl-N-octadecyldodecanamide). Reactants: C(CCCCCCCCCCCCCCCCC)NC1[C@H](O)[C@@H](O)[C@H](O)[C@H](O1)CO (N-Octadecyl-D-glucopyranosylamine), C(CCCCCCCCCCC)(=O)Cl (dodecanoyl chloride), C1(=CC=CC=C1)C.C(C)(C)O (toluene isopropanol), C([O-])([O-])=O.[Na+].[Na+] (sodium carbonate). Procedure details: 10 g of the compound from Example 1 are suspended in 20 ml of tetrahydrofuran, 10 g of sodium carbonate are added and 10 g of dodecanoyl chloride in 10 ml of tetrahydrofuran are then added dropwise. When the reaction is complete (checked by thin layer chromatography on silica gel 60 6:1 toluene/isopropanol), the solid is filtered off, the filtrate is evaporated in vacuo to a syrup, and the crude product is purified by column chromatography on silica gel 60 using 10:1 toluene/isopropanol as the m... As a reaction SMILES: [CH2:1]([NH:19][CH:20]1[O:28][C@H:27]([CH2:29][OH:30])[C@@H:25]([OH:26])[C@H:23]([OH:24])[C@H:21]1[OH:22])[CH2:2][CH2:3][CH2:4][CH2:5][CH2:6][CH2:7][CH2:8][CH2:9][CH2:10][CH2:11][CH2:12][CH2:13][CH2:14][CH2:15][CH2:16][CH2:17][CH3:18].C(=O)([O-])[O-].[Na+].[Na+].[C:37](Cl)(=[O:49])[CH2:38][CH2:39][CH2:40][CH2:41][CH2:42][CH2:43][CH2:44][CH2:45][CH2:46][CH2:47][CH3:48].C1(C)C=CC=CC=1.C(O)(C)C>O1CCCC1>[CH:20]1([N:19]([CH2:1][CH2:2][CH2:3][CH2:4][CH2:5][CH2:6][CH2:7][CH2:8][CH2:9][CH2:10][CH2:11][CH2:12][CH2:13][CH2:14][CH2:15][CH2:16][CH2:17][CH3:18])[C:37](=[O:49])[CH2:38][CH2:39][CH2:40][CH2:41][CH2:42][CH2:43][CH2:44][CH2:45][CH2:46][CH2:47][CH3:48])[O:28][C@H:27]([CH2:29][OH:30])[C@@H:25]([OH:26])[C@H:23]([OH:24])[C@H:21]1[OH:22] |f:1.2.3,5.6|. The solvent is O1CCCC1 (tetrahydrofuran), O1CCCC1 (tetrahydrofuran). Starting materials: C(C)OC1=NN(C=C1CCC(=O)OCC)CC1=CC=C(C=C1)O (ethyl 3-[3-ethoxy-1-(4-hydroxybenzyl)-1H-pyrazol-4-yl]propionate), ClCC=1N=C(SC1)C1=CC=CC=C1 (4-chloromethyl-2-phenylthiazole), C([O-])([O-])=O.[K+].[K+] (potassium carbonate), CN(C=O)C (N,N-dimethylformamide). Solvent: O (water). Conditions: time 8 hour. Product: C(C)OC1=NN(C=C1CCC(=O)O)CC1=CC=C(C=C1)OCC=1N=C(SC1)C1=CC=CC=C1 (3-[3-ethoxy-1-[4-(2-phenyl-4-thiazolylmethoxy)benzyl]-1H-pyrazol-4-yl]propionic acid). The yield is 73.3%. Reaction SMILES: [CH2:1]([O:3][C:4]1[C:8]([CH2:9][CH2:10][C:11]([O:13]CC)=[O:12])=[CH:7][N:6]([CH2:16][C:17]2[CH:22]=[CH:21][C:20]([OH:23])=[CH:19][CH:18]=2)[N:5]=1)[CH3:2].Cl[CH2:25][C:26]1[N:27]=[C:28]([C:31]2[CH:36]=[CH:35][CH:34]=[CH:33][CH:32]=2)[S:29][CH:30]=1.C(=O)([O-])[O-].[K+].[K+].CN(C)C=O>O>[CH2:1]([O:3][C:4]1[C:8]([CH2:9][CH2:10][C:11]([OH:13])=[O:12])=[CH:7][N:6]([CH2:16][C:17]2[CH:18]=[CH:19][C:20]([O:23][CH2:25][C:26]3[N:27]=[C:28]([C:31]4[CH:32]=[CH:33][CH:34]=[CH:35][CH:36]=4)[S:29][CH:30]=3)=[CH:21][CH:22]=2)[N:5]=1)[CH3:2] |f:2.3.4|. Procedure: A mixture of ethyl 3-[3-ethoxy-1-(4-hydroxybenzyl)-1H-pyrazol-4-yl]propionate (1.50 g), 4-chloromethyl-2-phenylthiazole (1.05 g), potassium carbonate (1.30 g), and N,N-dimethylformamide (20 ml) was stirred at room temperature overnight. The reaction mixture was poured into water, which was extracted with ethyl acetate. The ethyl acetate layer was washed with water, then, with saturated aqueous sodium chloride solution, and dried (MgSO4) and concentrated. The residue was subjected to silica gel c... Starting materials: C(C)[Mg]Br (ethyl magnesium bromide), C(C)(C)(C)C1=CC=C(C=C1)CC(=O)N1CC2=CC=C(C=C2CC1)S(=O)(=O)N(CC1=CC=C(C=C1)OC)C1=C(C=C(C=C1)CCCC1CCCC1)F (2-[(4-tert-butylphenyl)acetyl]-N-[4-(3-cyclopentylpropyl)-2-fluorophenyl]-N-(4-methoxybenzyl)-1,2,3,4-tetrahydroisoquinoline-6-sulfonamide), O (Water), [Cl-].[NH4+] (ammonium chloride). Reagents/catalysts: CC(C)[O-].CC(C)[O-].CC(C)[O-].CC(C)[O-].[Ti+4] (Tetraisopropyl orthotitanate). The solvent is O1CCCC1 (tetrahydrofuran). Conditions: time 16 hour. The product is C(C)(C)(C)C1=CC=C(CC2(CC2)N2CC3=CC=C(C=C3CC2)S(=O)(=O)N(CC2=CC=C(C=C2)OC)C2=C(C=C(C=C2)CCCC2CCCC2)F)C=C1 (2-[1-(4-tert-butylbenzyl)cyclopropyl]-N-[4-(3-cyclopentylpropyl)-2-fluorophenyl]-N-(4-methoxybenzyl)-1,2,3,4-tetrahydroisoquinoline-6-sulfonamide). As a reaction SMILES: [CH2:1]([Mg]Br)[CH3:2].[C:5]([C:9]1[CH:14]=[CH:13][C:12]([CH2:15][C:16]([N:18]2[CH2:27][CH2:26][C:25]3[C:20](=[CH:21][CH:22]=[C:23]([S:28]([N:31]([C:41]4[CH:46]=[CH:45][C:44]([CH2:47][CH2:48][CH2:49][CH:50]5[CH2:54][CH2:53][CH2:52][CH2:51]5)=[CH:43][C:42]=4[F:55])[CH2:32][C:33]4[CH:38]=[CH:37][C:36]([O:39][CH3:40])=[CH:35][CH:34]=4)(=[O:30])=[O:29])[CH:24]=3)[CH2:19]2)=O)=[CH:11][CH:10]=1)([CH3:8])([CH3:7])[CH3:6].O.[Cl-].[NH4+]>O1CCCC1.CC([O-])C.CC([O-])C.CC([O-])C.CC([O-])C.[Ti+4]>[C:5]([C:9]1[CH:14]=[CH:13][C:12]([CH2:15][C:16]2([N:18]3[CH2:27][CH2:26][C:25]4[C:20](=[CH:21][CH:22]=[C:23]([S:28]([N:31]([C:41]5[CH:46]=[CH:45][C:44]([CH2:47][CH2:48][CH2:49][CH:50]6[CH2:54][CH2:53][CH2:52][CH2:51]6)=[CH:43][C:42]=5[F:55])[CH2:32][C:33]5[CH:34]=[CH:35][C:36]([O:39][CH3:40])=[CH:37][CH:38]=5)(=[O:29])=[O:30])[CH:24]=4)[CH2:19]3)[CH2:2][CH2:1]2)=[CH:11][CH:10]=1)([CH3:8])([CH3:7])[CH3:6] |f:3.4,6.7.8.9.10|. Procedure details: Tetraisopropyl orthotitanate (97 μL, 0.33 mmol) and ethyl magnesium bromide (diethyl ether solution, 3 mol/L, 0.25 mL, 0.75 mmol) were added to a solution of 2-[(4-tert-butylphenyl)acetyl]-N-[4-(3-cyclopentylpropyl)-2-fluorophenyl]-N-(4-methoxybenzyl)-1,2,3,4-tetrahydroisoquinoline-6-sulfonamide obtained (213 mg, 0.30 mmol) in tetrahydrofuran (5 mL) under a nitrogen atmosphere. The mixture was stirred at room temperature for 16 hr. Water and saturated aqueous ammonium chloride solution were adde... Starting materials: 18, N1C(=NC2=C1C=CC=C2)CN2C[C@H]([C@H](CC2)NCC2=CC=CC=C2)OC (cis-1-(1H-benzimidazol-2ylmethyl)-3-methoxy-N-(phenylmethyl)-4-piperidinamine), [H][H] (hydrogen). The reagents and catalysts are [Pd] (palladium-on-charcoal). Solvent: CO (methanol). Yields the product O.O.N1C(=NC2=C1C=CC=C2)CN2C[C@H]([C@H](CC2)N)OC (cis-1-(1H-benzimidazol-2-ylmethyl)-3-methoxy-4-piperidinamine dihydrate). As a reaction SMILES: [NH:1]1[C:5]2[CH:6]=[CH:7][CH:8]=[CH:9][C:4]=2[N:3]=[C:2]1[CH2:10][N:11]1[CH2:16][CH2:15][C@H:14]([NH:17]CC2C=CC=CC=2)[C@H:13]([O:25][CH3:26])[CH2:12]1.[H][H]>[Pd].CO>[OH2:25].[OH2:25].[NH:1]1[C:5]2[CH:6]=[CH:7][CH:8]=[CH:9][C:4]=2[N:3]=[C:2]1[CH2:10][N:11]1[CH2:16][CH2:15][C@H:14]([NH2:17])[C@H:13]([O:25][CH3:26])[CH2:12]1 |f:4.5.6|. Reported procedure: A mixture of 18 parts of cis-1-(1H-benzimidazol-2ylmethyl)-3-methoxy-N-(phenylmethyl)-4-piperidinamine and 200 parts of methanol was hydrogenated at normal pressure and at room temperature with 3 parts of palladium-on-charcoal catalyst 10%. After the calculated amount of hydrogen was taken up, the catalyst was filtered off and the filtrate was evaporated. The residue was purified by column-chromatography over silica gel using a mixture of trichloromethane and methanol (93:7 by volume), saturated... Starting materials: N(=[N+]=[N-])[C@H]1CC(N2CCC[C@H]2C1)(C)C ((7R,8aS)-7-azido-octahydro-5,5-dimethylindolizine), N(=[N+]=[N-])[C@H]1CC(N2CCC[C@H]2C1)(C)C ((7R,8aS)-7-azido-octahydro-5,5-dimethylindolizine). The reagents and catalysts are [OH-].[OH-].[Pd+2] (Pd(OH)2). Solvent: CO (MeOH). Yields the product CC1(N2CCC[C@H]2C[C@H](C1)N)C ((7R,8aS)-octahydro-5,5-dimethylindolizin-7-amine). As a reaction SMILES: [N:1]([C@@H:4]1[CH2:12][C@H:11]2[N:7]([CH2:8][CH2:9][CH2:10]2)[C:6]([CH3:14])([CH3:13])[CH2:5]1)=[N+]=[N-]>CO.[OH-].[OH-].[Pd+2]>[CH3:13][C:6]1([CH3:14])[CH2:5][C@H:4]([NH2:1])[CH2:12][C@H:11]2[N:7]1[CH2:8][CH2:9][CH2:10]2 |f:2.3.4|. Reported procedure: A solution of crude (7R,8aS)-7-azido-octahydro-5,5-dimethylindolizine (Compound 3-8) (assumed 8.7 g) and Pd(OH)2 (20% weight on carbon; 1.7 g) in MeOH (150 mL) was hydrogenated at 30 psi at room temperature for 6 hours. The reaction mixture was filtered through a pad of Celite and the filter cake was washed with MeOH (200 mL). The filtrate was concentrated under vacuum to give the product, which was used directly in the next step—yield assumed quantitative (7.5 g). Reactants: ClC=1C(=C(C=O)C(=CC1)F)CC (3-chloro-2-ethyl-6-fluoro-benzaldehyde), C(Br)(Br)(Br)Br (carbon tetrabromide), C1(=CC=CC=C1)P(C1=CC=CC=C1)C1=CC=CC=C1 (triphenylphosphine). The product is ClC1=C(C(=C(C=C1)F)C=C(Br)Br)CC (1-Chloro-3-(2,2-dibromo-vinyl)-2-ethyl-4-fluoro-benzene). As a reaction SMILES: [Cl:1][C:2]1[C:3]([CH2:11][CH3:12])=[C:4]([C:7]([F:10])=[CH:8][CH:9]=1)[CH:5]=O.[C:13](Br)(Br)([Br:15])[Br:14].C1(P(C2C=CC=CC=2)C2C=CC=CC=2)C=CC=CC=1>>[Cl:1][C:2]1[CH:9]=[CH:8][C:7]([F:10])=[C:4]([CH:5]=[C:13]([Br:15])[Br:14])[C:3]=1[CH2:11][CH3:12]. Procedure details: 1-Chloro-3-(2,2-dibromo-vinyl)-2-ethyl-4-fluoro-benzene was prepared from 3-chloro-2-ethyl-6-fluoro-benzaldehyde, carbon tetrabromide and triphenylphosphine in analogy to Example 1d): colourless oil; 1H-NMR (CDCl3): 1.15 (3H, t, CH3), 2.72 (2H, q, CH2), 6.90 (1H, dd, ArH), 7.29 (1H, s, CH═CBr2), 7.33 (1H, dd, ArH).